From a dataset of the Open Reaction Database (ORD), a public repository of structured organic reaction records. describe an organic reaction: reactants, conditions, products, and yield Reactants: O (water), BrCCBr (1,2-Dibromoethane), ClC=1C=C(C=O)C=C(C1O)OC (3-chloro-4-hydroxy-5-methoxybenzaldehyde), C([O-])([O-])=O.[K+].[K+] (potassium carbonate). Solvent: CN(C)C=O (DMF). Conditions: time 16 hour. Yields the product BrCCOC1=C(C=C(C=O)C=C1OC)Cl (4-(2-bromoethoxy)-3-chloro-5-methoxybenzaldehyde). Isolated yield 58.9%. Reaction SMILES: [Br:1][CH2:2][CH2:3]Br.[Cl:5][C:6]1[CH:7]=[C:8]([CH:11]=[C:12]([O:15][CH3:16])[C:13]=1[OH:14])[CH:9]=[O:10].C(=O)([O-])[O-].[K+].[K+].O>CN(C=O)C>[Br:1][CH2:2][CH2:3][O:14][C:13]1[C:12]([O:15][CH3:16])=[CH:11][C:8]([CH:9]=[O:10])=[CH:7][C:6]=1[Cl:5] |f:2.3.4|. Procedure details: 1,2-Dibromoethane (46 mL, 0.54 moles) was added to a mixture of 3-chloro-4-hydroxy-5-methoxybenzaldehyde (10 g, 54 mmoles) and potassium carbonate (37 g, 0.27 moles) in DMF (180 ml) and the resulting mixture was stirred vigorously at room temperature for 16 hours. The mixture was poured into water (100 mL) and extracted with ethyl acetate (2×100 mL). The combined organic phases were washed with saturated sodium chloride (150 mL), dried over MgSO4 and evaporated in vacuo to afford 9.33 g (59%) of... Reactants: C1=C(OC(=C1)C=O)CO (5-HMF), O=O (O2). Yields the product C(=O)C1=CC=C(O1)C(=O)O (5-formyl furan-2-carboxylic acid). As a reaction SMILES: [CH:1]1[CH:5]=[C:4]([CH:6]=[O:7])[O:3][C:2]=1[CH2:8][OH:9].[O:10]=O>>[CH:8]([C:2]1[O:3][C:4]([C:6]([OH:10])=[O:7])=[CH:5][CH:1]=1)=[O:9]. Procedure: 5-HMF feed is oxidized with elemental O2 in a multi-step reaction to form FDCA with 5-formyl furan-2-carboxylic acid (FFCA) as a key intermediate eq 1. Oxidation of 5-(acetoxymethyl)furfural (5-AMF), which contains an oxidizable ester and aldehydes moieties, produces FDCA, FFCA, and acetic acid, eq 2. Similarly oxidation of 5-(ethoxymethyl)furfural (5-EMF) produces FDCA, FFCA, 5-(ethoxycarbonyl)furan-2-carboxylic acid (EFCA) and acetic acid, eq 3. The reactants are Cc1cc(OCc2ccc(F)cc2F)c(Br)c(=O)n1Cc1cnc(C(=O)O)cn1, CNC, CN(C)C=O. The product is Cc1cc(OCc2ccc(F)cc2F)c(Br)c(=O)n1Cc1cnc(C(=O)N(C)C)cn1. RXN SMILES: [Br:1][c:2]1[c:3](=[O:29])[n:4]([CH2:19][c:20]2[n:21][cH:22][c:23]([C:26](=[O:27])[OH:28])[n:24][cH:25]2)[c:5]([CH3:18])[cH:6][c:7]1[O:8][CH2:9][c:10]1[c:11]([F:17])[cH:12][c:13]([F:16])[cH:14][cH:15]1.[CH3:30][NH:31][CH3:32].[O:33]=[CH:34][N:35]([CH3:36])[CH3:37]>>[Br:1][c:2]1[c:3](=[O:29])[n:4]([CH2:19][c:20]2[n:21][cH:22][c:23]([C:26](=[O:27])[N:31]([CH3:30])[CH3:32])[n:24][cH:25]2)[c:5]([CH3:18])[cH:6][c:7]1[O:8][CH2:9][c:10]1[c:11]([F:17])[cH:12][c:13]([F:16])[cH:14][cH:15]1. Reactants: CCC(N)(O)C(=O)OC(C)(C)C, CN(C)c1ccncc1, CCOC(C)=O, ClCCl, Cl, N=C=N, CN(C)C=O, O=C(O)Cc1ccccc1Nc1c(Cl)cccc1Cl. Reaction SMILES: [C:1]([CH3:2])([CH3:3])([CH3:4])[O:5][C:6](=[O:7])[C:8]([CH2:9][CH3:10])([OH:11])[NH2:12].[CH3:44][N:45]([c:46]1[cH:47][cH:48][n:49][cH:50][cH:51]1)[CH3:52].[CH3:53][CH2:54][O:55][C:56](=[O:57])[CH3:58].[Cl:41][CH2:42][Cl:43].[ClH:37].[NH:38]=[C:39]=[NH:40].[O:32]=[CH:33][N:34]([CH3:35])[CH3:36].[OH:13][C:14](=[O:15])[CH2:16][c:17]1[cH:18][cH:19][cH:20][cH:21][c:22]1[NH:23][c:24]1[c:25]([Cl:26])[cH:27][cH:28][cH:29][c:30]1[Cl:31]>>[C:1]([CH3:2])([CH3:3])([CH3:4])[O:5][C:6](=[O:7])[C:8]([CH2:9][CH3:10])([OH:11])[NH2:12].[O:13]=[C:14]([OH:15])[CH2:16][c:17]1[cH:18][cH:19][cH:20][cH:21][c:22]1[NH:23][c:24]1[c:25]([Cl:26])[cH:27][cH:28][cH:29][c:30]1[Cl:31]. Yields the product CCC(N)(O)C(=O)OC(C)(C)C, O=C(O)Cc1ccccc1Nc1c(Cl)cccc1Cl. RXN SMILES: [CH3:1][O:2][CH2:3][CH2:4][C:5]1[N:6]([CH2:18][CH2:19][CH2:20][CH2:21][C:22]([O:24]CC)=[O:23])[C:7]2[C:16]3[CH:15]=[CH:14][CH:13]=[CH:12][C:11]=3[N:10]=[CH:9][C:8]=2[N:17]=1.[OH-].[Na+]>>[CH3:1][O:2][CH2:3][CH2:4][C:5]1[N:6]([CH2:18][CH2:19][CH2:20][CH2:21][C:22]([OH:24])=[O:23])[C:7]2[C:16]3[CH:15]=[CH:14][CH:13]=[CH:12][C:11]=3[N:10]=[CH:9][C:8]=2[N:17]=1 |f:1.2|. Yield: 73.5%. Procedure: Ethyl 5-[2-(2-methoxyethyl)-1H-imidazo[4,5-c]quinolin-1-yl]pentanoate (15.1 g, 42.4 mmol) was treated with sodium hydroxide (2.20 g, 55.2 mmol) according to the method described in Part A of Example 11. The reaction was stirred overnight at ambient temperature to provide 10.2 g of 5-[2-(2-methoxyethyl)-1H-imidazo[4,5-c]quinolin-1-yl]pentanoic acid after the aqueous work-up procedure. Yields the product COCCC=1N(C2=C(C=NC=3C=CC=CC23)N1)CCCCC(=O)O (5-[2-(2-methoxyethyl)-1H-imidazo[4,5-c]quinolin-1-yl]pentanoic acid). Reaction conditions: time 8 hour. Reactants: COCCC=1N(C2=C(C=NC=3C=CC=CC23)N1)CCCCC(=O)OCC (Ethyl 5-[2-(2-methoxyethyl)-1H-imidazo[4,5-c]quinolin-1-yl]pentanoate), [OH-].[Na+] (sodium hydroxide). Procedure details: To a stirred solution of 3-difluoromethyl-1-methyl-1H-pyrazole-4-carboxylic acid [1-(3-iodo-phenyl)-ethyl]-methoxy-amide (0.2 g, 0.46 mmol), prepared as described in example P2, in a mixture of ethanol (12 ml) and water (4 ml) was added, 3,4-dichloro-phenyl boronic acid (0.096 g, 0.5 mmol) followed by palladium acetate (0.052 g, 0.23 mmol) and potassium carbonate (0.19 g, 1.38 mmol). It was stirred for 18 hours at ambient temperature. Reaction mass was filtered on celite bed then diluted with wa... Run at time 18 hour. RXN SMILES: I[C:2]1[CH:3]=[C:4]([CH:8]([N:10]([O:22][CH3:23])[C:11]([C:13]2[C:14]([CH:19]([F:21])[F:20])=[N:15][N:16]([CH3:18])[CH:17]=2)=[O:12])[CH3:9])[CH:5]=[CH:6][CH:7]=1.[Cl:24][C:25]1[CH:26]=[C:27](B(O)O)[CH:28]=[CH:29][C:30]=1[Cl:31].C(=O)([O-])[O-].[K+].[K+]>C(O)C.O.C([O-])(=O)C.[Pd+2].C([O-])(=O)C>[Cl:24][C:25]1[CH:26]=[C:27]([C:2]2[CH:7]=[CH:6][CH:5]=[C:4]([CH:8]([N:10]([O:22][CH3:23])[C:11]([C:13]3[C:14]([CH:19]([F:21])[F:20])=[N:15][N:16]([CH3:18])[CH:17]=3)=[O:12])[CH3:9])[CH:3]=2)[CH:28]=[CH:29][C:30]=1[Cl:31] |f:2.3.4,7.8.9|. Yield: 57.4%. Yields the product ClC=1C=C(C=CC1Cl)C1=CC(=CC=C1)C(C)N(C(=O)C=1C(=NN(C1)C)C(F)F)OC (3-Difluoromethyl-1-methyl-1H-pyrazole-4-carboxylic acid [1-(3′,4′-dichloro-biphenyl-3-yl)-ethyl]-methoxy-amide). The solvent is C(C)O (ethanol), O (water). Reagents/catalysts: C(C)(=O)[O-].[Pd+2].C(C)(=O)[O-] (palladium acetate). Starting materials: IC=1C=C(C=CC1)C(C)N(C(=O)C=1C(=NN(C1)C)C(F)F)OC (3-difluoromethyl-1-methyl-1H-pyrazole-4-carboxylic acid [1-(3-iodo-phenyl)-ethyl]-methoxy-amide), ClC=1C=C(C=CC1Cl)B(O)O (3,4-dichloro-phenyl boronic acid), C([O-])([O-])=O.[K+].[K+] (potassium carbonate).